This data is from the Open Reaction Database (ORD), a public repository of structured organic reaction records. The task is: describe an organic reaction: reactants, conditions, products, and yield Starting materials: OCCOc1ccc(-c2nc3cc(Br)cnc3[nH]2)cc1, O=S(Cl)Cl. Yields the product ClCCOc1ccc(-c2nc3cc(Br)cnc3[nH]2)cc1. Reaction SMILES: [Br:1][c:2]1[cH:3][c:4]2[c:5]([n:6][cH:7]1)[nH:8][c:9](-[c:11]1[cH:12][cH:13][c:14]([O:15][CH2:16][CH2:17][OH:18])[cH:19][cH:20]1)[n:10]2.[S:21]([Cl:22])([Cl:23])=[O:24]>>[Br:1][c:2]1[cH:3][c:4]2[c:5]([n:6][cH:7]1)[nH:8][c:9](-[c:11]1[cH:12][cH:13][c:14]([O:15][CH2:16][CH2:17][Cl:23])[cH:19][cH:20]1)[n:10]2. Starting materials: C1CCOC1, CO, O=C(Cl)c1ccc(F)cc1, Nc1cccc2c1C(=O)N(C1CCC(=O)NC1=O)C2=O. Product: O=C1CCC(N2C(=O)c3cccc(NC(=O)c4ccc(F)cc4)c3C2=O)C(=O)N1. RXN SMILES: [CH2:33]1[O:34][CH2:35][CH2:36][CH2:37]1.[CH3:31][OH:32].[F:21][c:22]1[cH:23][cH:24][c:25]([C:26](=[O:27])[Cl:28])[cH:29][cH:30]1.[NH2:1][c:2]1[c:3]2[c:7]([cH:8][cH:9][cH:10]1)[C:6](=[O:11])[N:5]([CH:12]1[C:13](=[O:19])[NH:14][C:15](=[O:18])[CH2:16][CH2:17]1)[C:4]2=[O:20]>>[NH:1]([c:2]1[c:3]2[c:7]([cH:8][cH:9][cH:10]1)[C:6](=[O:11])[N:5]([CH:12]1[C:13](=[O:19])[NH:14][C:15](=[O:18])[CH2:16][CH2:17]1)[C:4]2=[O:20])[C:26]([c:25]1[cH:24][cH:23][c:22]([F:21])[cH:30][cH:29]1)=[O:27]. Reactants: CCOC(C)=O, CC(C)=CCCC(C)=CCO, O. Product: CC(C)=CCCC(C)CCO. As a reaction SMILES: [CH3:12][CH2:13][O:14][C:15](=[O:16])[CH3:17].[CH3:1][C:2]([CH3:3])=[CH:4][CH2:5][CH2:6][C:7]([CH3:8])=[CH:9][CH2:10][OH:11].[OH2:18]>>[CH3:1][C:2]([CH3:3])=[CH:4][CH2:5][CH2:6][CH:7]([CH3:8])[CH2:9][CH2:10][OH:11]. The reactants are BrC1=CC=CC(N1)=O (6-bromo-1H-pyridin-2-one), [H-].[Na+] (sodium hydride), C(C1=CC=CC=C1)OC1=CC=C(CCl)C=C1 (4-benzyloxybenzyl chloride), [Br-].[Li+] (lithium bromide). Run in COCCOC (1,2-dimethoxyethane), CN(C=O)C (N,N-dimethylformamide), O (Water). Conditions: time 15 minute. Product: C(C1=CC=CC=C1)OC1=CC=C(CN2C(C=CC=C2Br)=O)C=C1 (1-(4-Benzyloxybenzyl)-6-bromo-1H-pyridin-2-one). The yield is 56.9%. As a reaction SMILES: [Br:1][C:2]1[NH:7][C:6](=[O:8])[CH:5]=[CH:4][CH:3]=1.[H-].[Na+].[Br-].[Li+].[CH2:13]([O:20][C:21]1[CH:28]=[CH:27][C:24]([CH2:25]Cl)=[CH:23][CH:22]=1)[C:14]1[CH:19]=[CH:18][CH:17]=[CH:16][CH:15]=1>COCCOC.CN(C)C=O.O>[CH2:13]([O:20][C:21]1[CH:22]=[CH:23][C:24]([CH2:25][N:7]2[C:2]([Br:1])=[CH:3][CH:4]=[CH:5][C:6]2=[O:8])=[CH:27][CH:28]=1)[C:14]1[CH:15]=[CH:16][CH:17]=[CH:18][CH:19]=1 |f:1.2,3.4|. Procedure: By referring to the synthetic method of Synthesis, 1974, 707, to a solution of 2,6-dibromopyridine (5.0 g) in tert-butanol (100 ml) was added potassium tert-butoxide (25 g), the solution was stirred overnight at 100° C., then ice was added to the reaction mixture, which was brought to pH 1 with 5N hydrochloric acid, then the solution was stirred overnight at room temperature. The solution was extracted with chloroform, then sequentially washed with water and brine, dried over anhydrous magnesium... The reactants are C1=CC=CC=C1 (Benzene), FC(C(C(=O)O)(F)F)(C(=O)O)F (tetrafluorosuccinic acid), C1(=CC=C(C=C1)S(=O)(=O)O)C (p-toluene sulfonic acid). Conditions: time 24 hour. Yields the product FC(C(C(=O)OCC)(F)F)(C(=O)OCC)F (diethyl tetrafluorosuccinate), clear oil. Isolated yield 82.0%. Reaction SMILES: [F:1][C:2]([F:12])([C:9]([OH:11])=[O:10])[C:3]([F:8])([F:7])[C:4]([OH:6])=[O:5].[C:13]1(C)C=CC(S(O)(=O)=O)=C[CH:14]=1.[CH:24]1C=CC=C[CH:25]=1>>[F:1][C:2]([F:12])([C:9]([O:11][CH2:24][CH3:25])=[O:10])[C:3]([F:7])([F:8])[C:4]([O:6][CH2:13][CH3:14])=[O:5]. Procedure details: First, diethyl tetrafluorosuccinate was prepared. Benzene (1 L) was refluxed in a 2 L 2-necked round bottom flask equipped with a Dean-Stark trap, condenser and magnetic stir bar. The azeotrope was removed. Absolute ethanol (500 ml) was added to the flask. The Dean-Stark trap was filled with activated 4 Å molecular sieves, and the solvents were refluxed through the sieves for 1 hour. The Dean-Stark trap was then placed with a Sohxlet extractor apparatus, and a Sohxlet thimble was filled with act... Reactants: IC=1C=C(C=CC1F)C=1C2=C(N=NC1)N(C=N2)CC (4-(3-iodo-4-fluorophenyl)-7-ethyl-7H-imidazo[4,5-c]pyridazine), FC1=C(C=CC(=C1)S(=O)(=O)C)B(O)O (2-fluoro-4-(methylsulfonyl)phenylboronic acid). The product is FC1=C(C=CC(=C1)S(=O)(=O)C)C1=CC(=CC=C1F)C=1C2=C(N=NC1)N(C=N2)CC (4-[2′,6-Difluoro-4′-(methylsulfonyl)biphenyl-3-yl]-7-ethyl-7H-imidazo[4,5-c]pyridazine). RXN SMILES: I[C:2]1[CH:3]=[C:4]([C:9]2[C:10]3[N:17]=[CH:16][N:15]([CH2:18][CH3:19])[C:11]=3[N:12]=[N:13][CH:14]=2)[CH:5]=[CH:6][C:7]=1[F:8].[F:20][C:21]1[CH:26]=[C:25]([S:27]([CH3:30])(=[O:29])=[O:28])[CH:24]=[CH:23][C:22]=1B(O)O>>[F:20][C:21]1[CH:26]=[C:25]([S:27]([CH3:30])(=[O:29])=[O:28])[CH:24]=[CH:23][C:22]=1[C:2]1[C:7]([F:8])=[CH:6][CH:5]=[C:4]([C:9]2[C:10]3[N:17]=[CH:16][N:15]([CH2:18][CH3:19])[C:11]=3[N:12]=[N:13][CH:14]=2)[CH:3]=1. Procedure details: Prepared according to the method described above for Example 1 using 4-(3-iodo-4-fluorophenyl)-7-ethyl-7H-imidazo[4,5-c]pyridazine (Preparation 11, 50 mg, 0.16 mmol) and 2-fluoro-4-(methylsulfonyl)phenylboronic acid (68 mg, 0.31 mmol). Starting materials: COc1ccc(C(OCC2OC(n3cc(C)c(=O)[nH]c3=O)CC2(O)COS(=O)(=O)c2ccc(C)cc2)(c2ccccc2)c2ccc(OC)cc2)cc1, CCOC(C)=O, [N-]=[N+]=[N-], [Na+], CN(C)C=O. Yields the product COc1ccc(C(OCC2OC(n3cc(C)c(=O)[nH]c3=O)CC2(O)CN=[N+]=[N-])(c2ccccc2)c2ccc(OC)cc2)cc1. As a reaction SMILES: [CH3:1][O:2][c:3]1[cH:4][cH:5][c:6]([C:7]([c:8]2[cH:9][cH:10][c:11]([O:14][CH3:15])[cH:12][cH:13]2)([c:16]2[cH:17][cH:18][cH:19][cH:20][cH:21]2)[O:22][CH2:23][CH:24]2[C:25]([OH:38])([CH2:39][O:40][S:41]([c:42]3[cH:43][cH:44][c:45]([CH3:46])[cH:47][cH:48]3)(=[O:49])=[O:50])[CH2:26][CH:27]([n:29]3[c:30](=[O:31])[nH:32][c:33](=[O:34])[c:35]([CH3:36])[cH:37]3)[O:28]2)[cH:51][cH:52]1.[CH3:62][CH2:63][O:64][C:65]([CH3:66])=[O:67].[N-:53]=[N+:54]=[N-:55].[Na+:56].[O:57]=[CH:58][N:59]([CH3:60])[CH3:61]>>[CH3:1][O:2][c:3]1[cH:4][cH:5][c:6]([C:7]([c:8]2[cH:9][cH:10][c:11]([O:14][CH3:15])[cH:12][cH:13]2)([c:16]2[cH:17][cH:18][cH:19][cH:20][cH:21]2)[O:22][CH2:23][CH:24]2[C:25]([OH:38])([CH2:39][N:53]=[N+:54]=[N-:55])[CH2:26][CH:27]([n:29]3[c:30](=[O:31])[nH:32][c:33](=[O:34])[c:35]([CH3:36])[cH:37]3)[O:28]2)[cH:51][cH:52]1.